From a dataset of the Open Reaction Database (ORD), a public repository of structured organic reaction records. describe an organic reaction: reactants, conditions, products, and yield The reactants are CO (methanol), Cl.CN(CCCN=C=NCC)C (1-(3-dimethylaminopropyl)-3-ethylcarbodiimide hydrochloride), FC1=CC=C(C=C1)S(=O)(=O)N1[C@@H](CCCC1)C(=O)O ((2S)-1-[(4-fluorophenyl)sulfonyl]-2-piperidinecarboxylic acid). The reagents and catalysts are CN(C1=CC=NC=C1)C (4-Dimethylaminopyridine). The solvent is ClCCl (dichloromethane), ClCCl (dichloromethane). Reaction conditions: time 56 hour. Yields the product FC1=CC=C(C=C1)S(=O)(=O)N1[C@@H](CCCC1)C(=O)OC (methyl (2S)-1-[(4-fluorophenyl)sulfonyl]-2-piperidinecarboxylate). Isolated yield 79.4%. As a reaction SMILES: CO.Cl.[CH3:4]N(C)CCCN=C=NCC.[F:15][C:16]1[CH:21]=[CH:20][C:19]([S:22]([N:25]2[CH2:30][CH2:29][CH2:28][CH2:27][C@H:26]2[C:31]([OH:33])=[O:32])(=[O:24])=[O:23])=[CH:18][CH:17]=1>CN(C)C1C=CN=CC=1.ClCCl>[F:15][C:16]1[CH:21]=[CH:20][C:19]([S:22]([N:25]2[CH2:30][CH2:29][CH2:28][CH2:27][C@H:26]2[C:31]([O:33][CH3:4])=[O:32])(=[O:24])=[O:23])=[CH:18][CH:17]=1 |f:1.2|. Procedure details: 4-Dimethylaminopyridine (61 mg), methanol (45 μl) and 1-(3-dimethylaminopropyl)-3-ethylcarbodiimide hydrochloride (192 mg) were added to a solution of (2S)-1-[(4-fluorophenyl)sulfonyl]-2-piperidinecarboxylic acid (287 mg) [see Preparation 38] in dichloromethane (6 ml). The reaction mixture was stirred at room temperature for 56 hours after which time it was diluted with dichloromethane and washed with 1N aqueous hydrochloric acid solution followed by saturated aqueous sodium hydrogen carbonate s...